This data is from the Open Reaction Database (ORD), a public repository of structured organic reaction records. The task is: describe an organic reaction: reactants, conditions, products, and yield The reactants are BrC1=CC(=CC=C1)I (1-Bromo-3-iodobenzene), potassium phosphate tribasic carbonate, CN(C1CNCC1)C (N,N-dimethylpyrrolidin-3-amine), C(CO)O (ethylene glycol). The reagents and catalysts are [Cu]I (copper(I) iodide). Solvent: CC(C)O (2-propanol). Conditions: temperature 80 celsius. The product is BrC=1C=C(C=CC1)N1CC(CC1)N(C)C ([1-(3-Bromo-phenyl)-pyrrolidin-3-yl]-dimethyl-amine). As a reaction SMILES: [Br:1][C:2]1[CH:7]=[CH:6][CH:5]=[C:4](I)[CH:3]=1.[CH3:9][N:10]([CH3:16])[CH:11]1[CH2:15][CH2:14][NH:13][CH2:12]1.C(O)CO>CC(O)C.[Cu]I>[Br:1][C:2]1[CH:3]=[C:4]([N:13]2[CH2:14][CH2:15][CH:11]([N:10]([CH3:16])[CH3:9])[CH2:12]2)[CH:5]=[CH:6][CH:7]=1. Procedure: 1-Bromo-3-iodobenzene (1 eq, 3.53 mmol, 1 g), copper(I) iodide (0.05 eq, 0.177 mmol 0.034 g) and potassium phosphate tribasic carbonate (2 eq, 7.07 mmol, 1.51 g) are dissolved in 2-propanol (15 ml) under an inert atmosphere of nitrogen. Then, N,N-dimethylpyrrolidin-3-amine (2 eq, 7.07 mmol, 0.807 g) and ethylene glycol (2 eq, 7.07 mmol, 0.394 ml) are added and the reaction mixture heated at 80° C., overnight. Reactants: C1(=CC=CC=C1)C(O)C1CCNCC1 (alpha-phenyl-4-piperidinemethanol), BrCCC1=CC=CC=C1 (2-bromoethyl benzene), C([O-])([O-])=O.[K+].[K+] (potassium carbonate). The solvent is CN(C)C=O (DMF). Conditions: temperature 80 celsius. The product is C1(=CC=CC=C1)C(O)C1CCN(CC1)CCC1=CC=CC=C1 (Alpha-Phenyl-1-(2-Phenylethyl)-4-Piperidinemethanol). RXN SMILES: [C:1]1([CH:7]([CH:9]2[CH2:14][CH2:13][NH:12][CH2:11][CH2:10]2)[OH:8])[CH:6]=[CH:5][CH:4]=[CH:3][CH:2]=1.Br[CH2:16][CH2:17][C:18]1[CH:23]=[CH:22][CH:21]=[CH:20][CH:19]=1.C(=O)([O-])[O-].[K+].[K+]>CN(C=O)C>[C:1]1([CH:7]([CH:9]2[CH2:14][CH2:13][N:12]([CH2:16][CH2:17][C:18]3[CH:23]=[CH:22][CH:21]=[CH:20][CH:19]=3)[CH2:11][CH2:10]2)[OH:8])[CH:2]=[CH:3][CH:4]=[CH:5][CH:6]=1 |f:2.3.4|. Procedure: A mixture of alpha-phenyl-4-piperidinemethanol (1.5 g, 7.8 mmol), 2-bromoethyl benzene (1.1 ml, 8.0 mmol) and potassium carbonate (1.1 g, 8.0 mmol) in dry DMF (20 ml) was heated at 80° C. over the weekend (60 h). The excess DMF was distilled off at reduced pressure and the residue was dissolved in ethyl acetate. The organic phase was washed with H2O (3×100 ml), saturated aqueous NaCl (1×100 ml), dried (MgSO4), filtered and evaporated to give a pale yellow oil which eventually crystallized. After...